The task is: describe an organic reaction: reactants, conditions, products, and yield. This data is from the Open Reaction Database (ORD), a public repository of structured organic reaction records. Starting materials: [C@H]12[C@H](C[C@H]([C@H](C1)O)C2)O ((1R,2S,4R,5S)-bicyclo[2.2.1]-heptane-2,5-diol), C1COCCOCCOCCOCCO1 (15-crown-5), O1CCCC1 (tetrahydrofuran), ice water, [OH-].[Na+] (sodium hydroxide), BrCC1=CC=CC=C1 (1-(bromomethyl)benzene). Reaction conditions: temperature 10 celsius, time 3 hour. Product: C(C1=CC=CC=C1)O[C@@H]1[C@H]2C[C@@H]([C@@H](C1)C2)O ((1R,2S,4R,5S)-5-(Benzyloxy)bicyclo[2.2.1]heptan-2-ol). As a reaction SMILES: [C@@H:1]12[CH2:8][C@@H:4]([C@@H:5]([OH:7])[CH2:6]1)[CH2:3][C@@H:2]2[OH:9].C1OCCOCCOCCOCCOC1.O1CCCC1.[OH-].[Na+].Br[CH2:33][C:34]1[CH:39]=[CH:38][CH:37]=[CH:36][CH:35]=1>>[CH2:33]([O:7][C@H:5]1[CH2:6][C@H:1]2[CH2:8][C@@H:4]1[CH2:3][C@@H:2]2[OH:9])[C:34]1[CH:39]=[CH:38][CH:37]=[CH:36][CH:35]=1 |f:3.4|. Reported procedure: To a stirred solution of (1R,2S,4R,5S)-bicyclo[2.2.1]-heptane-2,5-diol (1.15 g, 8.97 mmol) and 15-crown-5 (0.054 mL, 0.269 mmol) in tetrahydrofuran (30.0 mL, 8.97 mmol) were added at 10° C. (ice/water bath) finely ground sodium hydroxide (2.15 g, 53.8 mmol) and 1-(bromomethyl)benzene (1.07 mL, 8.97 mmol). After stirring at 10° C. for 3 h, the mixture was stirred at ambient temperature overnight. The mixture was partitioned between EtOAc and water, and the organic portions were washed with brine,... The reactants are S(=O)(=O)([O-])C1=CC=C(C)C=C1 (tosylate), CN(C)P(=O)(N(C)C)N(C)C (HMPT), S(=O)(=O)([O-])C1=CC=C(C)C=C1 (tosylate), N1(CCNCC1)C1=CC=C(C(=O)OCC)C=C1 (ethyl 4-(piperazin-1-yl)-benzoate), p-toluenesulphonic acid (2-phenoxypropyl ester), Cl.O(C1=CC=CC=C1)C(CN1CCN(CC1)C1=CC=C(C(=O)OCC)C=C1)C (ethyl 4-[1-(2-phenoxypropyl)-piperazin-4-yl]-benzoate hydrochloride). Run in O (water). Conditions: time 12 hour. Yields the product O(C1=CC=CC=C1)C(CN1CCN(CC1)C1=CC=C(C(=O)OCC)C=C1)C (Ethyl 4-[1-(2-phenoxypropyl)-piperazin-4-yl]-benzoate). Reaction SMILES: CN(P(N(C)C)(N(C)C)=O)C.N1(C2C=CC(C(OCC)=O)=CC=2)CCNCC1.S(C1C=CC(C)=CC=1)([O-])(=O)=O.Cl.[O:41]([CH:48]([CH3:67])[CH2:49][N:50]1[CH2:55][CH2:54][N:53]([C:56]2[CH:66]=[CH:65][C:59]([C:60]([O:62][CH2:63][CH3:64])=[O:61])=[CH:58][CH:57]=2)[CH2:52][CH2:51]1)[C:42]1[CH:47]=[CH:46][CH:45]=[CH:44][CH:43]=1>O>[O:41]([CH:48]([CH3:67])[CH2:49][N:50]1[CH2:51][CH2:52][N:53]([C:56]2[CH:57]=[CH:58][C:59]([C:60]([O:62][CH2:63][CH3:64])=[O:61])=[CH:65][CH:66]=2)[CH2:54][CH2:55]1)[C:42]1[CH:43]=[CH:44][CH:45]=[CH:46][CH:47]=1 |f:3.4|. Procedure: In 60 ml. HMPT there are dissolved 17.6 g. (75 mmole) ethyl 4-(piperazin-1-yl)-benzoate and 17.28 g. (75 mmole) p-toluenesulphonic acid (2-phenoxypropyl ester) and the solution is flushed with nitrogen and kept for 12 hours at reflux temperature under nitrogen. Thereafter, a further 10 mmole of tosylate are added. The reaction mixture is maintained at reflux temperature for a further 20 hours, another 1.7 g. tosylate is added thereto and heating continued for 6 hours. The reaction mixture is the... The reactants are [Al+3], CCOC(=O)CCc1ccccc1OC, ClCCl, CCO, [Cl-], [Cl-], [Cl-], O=C1CCC(=O)O1. Product: CCOC(=O)CCc1cc(C(=O)CCC(=O)O)ccc1OC. RXN SMILES: [Al+3:24].[CH2:1]([CH3:2])[O:3][C:4]([CH2:5][CH2:6][c:7]1[c:8]([O:13][CH3:14])[cH:9][cH:10][cH:11][cH:12]1)=[O:15].[CH2:27]([Cl:28])[Cl:29].[CH3:30][CH2:31][OH:32].[Cl-:23].[Cl-:25].[Cl-:26].[O:16]=[C:17]1[CH2:18][CH2:19][C:20](=[O:21])[O:22]1>>[CH2:1]([CH3:2])[O:3][C:4]([CH2:5][CH2:6][c:7]1[c:8]([O:13][CH3:14])[cH:9][cH:10][c:11]([C:20]([CH2:19][CH2:18][C:17](=[O:16])[OH:22])=[O:21])[cH:12]1)=[O:15]. Starting materials: C(=O)(O)[O-].[Na+] (NaHCO3), N=C1SC=C(N1O)C(C(=O)N[C@H]1[C@@H]2N(C(=C(CS2)COC(C)=O)C(=O)O)C1=O)=NOC (7β-[2-(2-imino-3-hydroxy-4-thiazolinyl)-2-methoxyimino-acetamido]-3-acetoxymethyl-3-cephem-4-carboxylic acid), O.O.[Na].CN1N=NN=C1S (1-methyl-5 mercapto-1,2,3,4-tetrazole sodium salt di-hydrate). The reagents and catalysts are Cl (HCl). Run in CO (MeOH), O (water), C(Cl)(Cl)Cl (CHCl3), C(Cl)(Cl)Cl (CHCl3), C(=O)O (HCOOH), CO (MeOH), C(=O)O (HCOOH). Reaction conditions: temperature 67 celsius. Product: N=C1SC=C(N1O)C(C(=O)N[C@H]1[C@@H]2N(C(=C(CS2)CSC2=NN=NN2C)C(=O)O)C1=O)=NOC (7β-[2-(2-imino-3-hydroxy-4-thiazolinyl)-2-methoxyimino-acetamido]-3-[(1-methyl-1,2,3,4-tetrazol-5-yl)-thiomethyl]-3-cephem-4-carboxylic acid). The yield is 77.5%. RXN SMILES: [NH:1]=[C:2]1[N:6]([OH:7])[C:5]([C:8](=[N:29][O:30][CH3:31])[C:9]([NH:11][C@@H:12]2[C:27](=[O:28])[N:14]3[C:15]([C:24]([OH:26])=[O:25])=[C:16]([CH2:19]OC(=O)C)[CH2:17][S:18][C@H:13]23)=[O:10])=[CH:4][S:3]1.O.O.[Na].[CH3:35][N:36]1[C:40]([SH:41])=[N:39][N:38]=[N:37]1.C([O-])(O)=O.[Na+]>O.Cl.C(O)=O.CO.C(Cl)(Cl)Cl>[NH:1]=[C:2]1[N:6]([OH:7])[C:5]([C:8](=[N:29][O:30][CH3:31])[C:9]([NH:11][C@@H:12]2[C:27](=[O:28])[N:14]3[C:15]([C:24]([OH:26])=[O:25])=[C:16]([CH2:19][S:41][C:40]4[N:36]([CH3:35])[N:37]=[N:38][N:39]=4)[CH2:17][S:18][C@H:13]23)=[O:10])=[CH:4][S:3]1 |f:1.2.3.4,5.6,^1:33|. Procedure details: To a mixture of 7β-[2-(2-imino-3-hydroxy-4-thiazolinyl)-2-methoxyimino-acetamido]-3-acetoxymethyl-3-cephem-4-carboxylic acid (prepared as described in example 1) (120 mg), and 1-methyl-5 mercapto-1,2,3,4-tetrazole sodium salt di-hydrate, (30 mg), in distilled water (7.5 ml), NaHCO3 was added in small portions with stirring, until a clear solution was obtained and a pH value of 6.5-7 was reached. This solution was heated for 6.5 hours in an oil bath at 67° C.; the progress of the reaction can be ... The reactants are C=Cc1ccc(C(=O)O)cc1C12CC3CC(CC(C3)C1)C2, C1CCC(NC2CCCCC2)CC1, [Cl-], ClCCl, O=S(Cl)Cl. The product is C=Cc1ccc(C(=O)Cl)cc1C12CC3CC(CC(C3)C1)C2. As a reaction SMILES: [C:1]12([c:11]3[cH:12][c:13]([C:14](=[O:15])[OH:16])[cH:17][cH:18][c:19]3[CH:20]=[CH2:21])[CH2:2][CH:3]3[CH2:4][CH:5]([CH2:6][CH:7]([CH2:8]1)[CH2:9]3)[CH2:10]2.[CH:22]1([NH:23][CH:24]2[CH2:25][CH2:26][CH2:27][CH2:28][CH2:29]2)[CH2:30][CH2:31][CH2:32][CH2:33][CH2:34]1.[Cl-:39].[Cl:40][CH2:41][Cl:42].[S:35]([Cl:36])([Cl:37])=[O:38]>>[C:1]12([c:11]3[cH:12][c:13]([C:14](=[O:15])[Cl:37])[cH:17][cH:18][c:19]3[CH:20]=[CH2:21])[CH2:2][CH:3]3[CH2:4][CH:5]([CH2:6][CH:7]([CH2:8]1)[CH2:9]3)[CH2:10]2. Starting materials: CC(=O)O[BH-](OC(C)=O)OC(C)=O, C=O, ClCCl, COCCCC1CN(C2=Nc3ccccc3Nc3ccc(C(F)(F)F)cc32)CCN1, [Na+], O. Product: COCCCC1CN(C2=Nc3ccccc3Nc3ccc(C(F)(F)F)cc32)CCN1C. As a reaction SMILES: [C:33]([O:34][BH-:35]([O:36][C:37](=[O:38])[CH3:39])[O:40][C:41](=[O:42])[CH3:43])(=[O:44])[CH3:45].[CH2:31]=[O:32].[Cl:47][CH2:48][Cl:49].[F:1][C:2]([c:3]1[cH:4][c:5]2[c:6]([cH:27][cH:28]1)[NH:7][c:8]1[c:9]([cH:23][cH:24][cH:25][cH:26]1)[N:10]=[C:11]2[N:12]1[CH2:13][CH:14]([CH2:18][CH2:19][CH2:20][O:21][CH3:22])[NH:15][CH2:16][CH2:17]1)([F:29])[F:30].[Na+:46].[OH2:50]>>[F:1][C:2]([c:3]1[cH:4][c:5]2[c:6]([cH:27][cH:28]1)[NH:7][c:8]1[c:9]([cH:23][cH:24][cH:25][cH:26]1)[N:10]=[C:11]2[N:12]1[CH2:13][CH:14]([CH2:18][CH2:19][CH2:20][O:21][CH3:22])[N:15]([CH3:33])[CH2:16][CH2:17]1)([F:29])[F:30]. The reactants are O=C(c1cc(Br)ccc1O)N1CCOCC1, O=C([O-])O, COc1ccccc1-c1nn(COCC[Si](C)(C)C)c2ncc(B3OC(C)(C)C(C)(C)O3)cc12, CC#N, ClCCl, [Na+], [Na+], [Na+], O=C([O-])[O-]. Yields the product COc1ccccc1-c1nn(COCC[Si](C)(C)C)c2ncc(-c3ccc(O)c(C(=O)N4CCOCC4)c3)cc12. As a reaction SMILES: [Br:35][c:36]1[cH:37][cH:38][c:39]([OH:50])[c:40]([C:42](=[O:43])[N:44]2[CH2:45][CH2:46][O:47][CH2:48][CH2:49]2)[cH:41]1.[C:57](=[O:58])([OH:59])[O-:60].[CH3:1][O:2][c:3]1[c:4](-[c:9]2[n:10][n:11]([CH2:27][O:28][CH2:29][CH2:30][Si:31]([CH3:32])([CH3:33])[CH3:34])[c:12]3[n:13][cH:14][c:15]([B:18]4[O:19][C:20]([CH3:21])([CH3:22])[C:23]([CH3:24])([CH3:25])[O:26]4)[cH:16][c:17]23)[cH:5][cH:6][cH:7][cH:8]1.[CH3:62][C:63]#[N:64].[Cl:65][CH2:66][Cl:67].[Na+:51].[Na+:52].[Na+:61].[O-:53][C:54](=[O:55])[O-:56]>>[CH3:1][O:2][c:3]1[c:4](-[c:9]2[n:10][n:11]([CH2:27][O:28][CH2:29][CH2:30][Si:31]([CH3:32])([CH3:33])[CH3:34])[c:12]3[n:13][cH:14][c:15](-[c:36]4[cH:37][cH:38][c:39]([OH:50])[c:40]([C:42](=[O:43])[N:44]5[CH2:45][CH2:46][O:47][CH2:48][CH2:49]5)[cH:41]4)[cH:16][c:17]23)[cH:5][cH:6][cH:7][cH:8]1.